This data is from the Open Reaction Database (ORD), a public repository of structured organic reaction records. The task is: describe an organic reaction: reactants, conditions, products, and yield Starting materials: C([C@@H]1[C@H]([C@@H]([C@H]([C@H](O1)O[C@@H]2[C@@H]([C@H]([C@@H]([C@H](O2)CO)O)O)O)O)O)O)O (trehalose), C1=CC=C(C=C1)CS(=O)(=O)F (PMSF), C1=CC=C(C=C1)CS(=O)(=O)F.C[C@@H](C(=O)N[C@@H](CC(C)C)[C@H](CC(=O)O)O)NC(=O)C[C@@H]([C@H](CC(C)C)NC(=O)[C@H](C(C)C)NC(=O)[C@H](C(C)C)NC(=O)CC(C)C)O (PMSF pepstatin). Run at time 5 minute. The product is C[C@@H](C(=O)N[C@@H](CC(C)C)[C@H](CC(=O)O)O)NC(=O)C[C@@H]([C@H](CC(C)C)NC(=O)[C@H](C(C)C)NC(=O)[C@H](C(C)C)NC(=O)CC(C)C)O (pepstatin). Yield: 1.3%. As a reaction SMILES: C(O)[C@H]1O[C@H](O[C@H]2O[C@H](CO)[C@@H](O)[C@H](O)[C@H]2O)[C@H](O)[C@@H](O)[C@@H]1O.C1C=CC(CS(F)(=O)=O)=CC=1.[CH3:35][C@H:36]([NH:51][C:52]([CH2:54][C@H:55]([OH:82])[C@@H:56]([NH:61][C:62]([C@@H:64]([NH:68][C:69]([C@@H:71]([NH:75][C:76]([CH2:78][CH:79]([CH3:81])[CH3:80])=[O:77])[CH:72]([CH3:74])[CH3:73])=[O:70])[CH:65]([CH3:67])[CH3:66])=[O:63])[CH2:57][CH:58]([CH3:60])[CH3:59])=[O:53])[C:37]([NH:39][C@H:40]([C@@H:45]([OH:50])[CH2:46][C:47]([OH:49])=[O:48])[CH2:41][CH:42]([CH3:44])[CH3:43])=[O:38].C1C=CC(CS(F)(=O)=O)=CC=1>>[CH3:35][C@H:36]([NH:51][C:52]([CH2:54][C@H:55]([OH:82])[C@@H:56]([NH:61][C:62]([C@@H:64]([NH:68][C:69]([C@@H:71]([NH:75][C:76]([CH2:78][CH:79]([CH3:81])[CH3:80])=[O:77])[CH:72]([CH3:74])[CH3:73])=[O:70])[CH:65]([CH3:66])[CH3:67])=[O:63])[CH2:57][CH:58]([CH3:59])[CH3:60])=[O:53])[C:37]([NH:39][C@H:40]([C@@H:45]([OH:50])[CH2:46][C:47]([OH:49])=[O:48])[CH2:41][CH:42]([CH3:43])[CH3:44])=[O:38] |f:1.2|. Procedure: Commerical baker's yeast was from Alko's Rajamaki factory. The standard laboratory strains of S. cerevisiae used were X2180 (ATCC 26109) and S288C (ATCC 26108). Mutant strains are described in the Examples. Laboratory yeast were routinely grown on 1% yeast extract/2% peptone (YP) containing the indicated sugar in aerobic shake flasks at 30° C. and 200 r.p.m. Cells were harvested by centrifugation for 5 minutes at 3000 g, resuspended in distilled water and again centrifuged 5 minutes at 3000 g. T... Yield: 34.9%. Reported procedure: diacetoxypalladium (6.15 mg, 0.03 mmol) was added to a stirred suspension of 2,5-dichloro-4-iodopyridine (150 mg, 0.55 mmol), 2-amino-4-fluoro-N- methylbenzamide (92 mg, 0.55 mmol) (9,9-dimethyl-9H-xanthene-4,5-diyl)bis(diphenylphosphine) (31.7 mg, 0.05 mmol) and cesium carbonate (268 mg, 0.82 mmol) in 1,4-dioxane (2.5 mL) under nitrogen. The resulting suspension was stirred at 100 °C for 16 hours.  The mixture was cooled to RT; filtered the solvent was evaporated.  The crude product was absorbe... Solvent: C1COCCO1. Reagents/catalysts: C(=O)([O-])[O-].[Cs+].[Cs+], CC1(C2=C(C(=CC=C2)P(C3=CC=CC=C3)C4=CC=CC=C4)OC5=C1C=CC=C5P(C6=CC=CC=C6)C7=CC=CC=C7)C, CC(=O)O.CC(=O)O.[Pd]. Conditions: temperature 100 celsius. Product: CNC(=O)C1=C(C=C(C=C1)F)NC2=CC(=NC=C2Cl)Cl. The reactants are CNC(=O)C1=C(C=C(C=C1)F)N, C1=C(C(=CN=C1Cl)Cl)I.